From a dataset of the Open Reaction Database (ORD), a public repository of structured organic reaction records. describe an organic reaction: reactants, conditions, products, and yield Run at time 24 hour. As a reaction SMILES: ClC1C=CC=C(C(OO)=[O:9])C=1.[Br:12][C:13]1[CH:14]=[C:15]2[C:20](=[CH:21][CH:22]=1)[N:19]=[C:18]([S:23][CH3:24])[NH:17][C:16]2=[O:25]>ClCCl>[Br:12][C:13]1[CH:14]=[C:15]2[C:20](=[CH:21][CH:22]=1)[N:19]=[C:18]([S:23]([CH3:24])=[O:9])[NH:17][C:16]2=[O:25]. Reactants: ClC1=CC(=CC=C1)C(=O)OO (m-Chloro-perbenzoic acid), BrC=1C=C2C(NC(=NC2=CC1)SC)=O (6-bromo-2-methylsulfanyl-3H-quinazolin-4-one). The product is BrC=1C=C2C(NC(=NC2=CC1)S(=O)C)=O (6-bromo-2-methylsulfinyl-3H-quinazolin-4-one). The solvent is ClCCl (dichloromethane). Procedure details: m-Chloro-perbenzoic acid (3.3 g, 19 mmol) was added to a solution of 6-bromo-2-methylsulfanyl-3H-quinazolin-4-one (2.5 g, 9.2 mmol) in dichloromethane (200 ml), and the mixture was stirred at room temperature for 24 hours. The obtained solution was washed with an aqueous potassium carbonate solution and then concentrated, and the precipitated solid was filtered out and washed with aqueous hydrochloric acid to obtain 6-bromo-2-methylsulfinyl-3H-quinazolin-4-one.